From a dataset of the Open Reaction Database (ORD), a public repository of structured organic reaction records. describe an organic reaction: reactants, conditions, products, and yield Reactants: CNC(=O)c1cc(Oc2ccc(N)cc2Cl)ccn1, COc1cc(Cl)c(C(F)(F)F)cc1N=C=O, COc1cc(Cl)c(C(F)(F)F)cc1N. Yields the product COc1cc(Cl)c(C(F)(F)F)cc1N, NC(N)=O. As a reaction SMILES: [CH3:31][NH:32][C:33]([c:34]1[cH:35][c:36]([O:37][c:38]2[cH:39][cH:40][c:41]([NH2:42])[cH:43][c:44]2[Cl:45])[cH:46][cH:47][n:48]1)=[O:49].[Cl:15][c:16]1[c:17]([C:18]([F:19])([F:20])[F:21])[cH:22][c:23]([N:26]=[C:27]=[O:28])[c:24]([O:25][CH3:29])[cH:30]1.[Cl:1][c:2]1[cH:3][c:4]([O:13][CH3:14])[c:5]([NH2:6])[cH:7][c:8]1[C:9]([F:10])([F:11])[F:12]>>[Cl:1][c:2]1[cH:3][c:4]([O:13][CH3:14])[c:5]([NH2:6])[cH:7][c:8]1[C:9]([F:10])([F:11])[F:12].[NH2:26][C:27](=[O:28])[NH2:32]. Starting materials: Cc1nnnn1C1CC2(c3ccccc3)C(OCc3cc(C(F)(F)F)cc(C(F)(F)F)c3)CCC1N2Cc1ccccc1, CO, CCOCC, Cl, [OH-], [OH-], [Pd+2]. The product is Cl, Cc1nnnn1C1CC2(c3ccccc3)NC1CCC2OCc1cc(C(F)(F)F)cc(C(F)(F)F)c1. As a reaction SMILES: [CH2:1]([c:2]1[cH:3][cH:4][cH:5][cH:6][cH:7]1)[N:8]1[C:9]2([c:38]3[cH:39][cH:40][cH:41][cH:42][cH:43]3)[CH:10]([O:22][CH2:23][c:24]3[cH:25][c:26]([C:34]([F:35])([F:36])[F:37])[cH:27][c:28]([C:30]([F:31])([F:32])[F:33])[cH:29]3)[CH2:11][CH2:12][CH:13]1[CH:14]([n:16]1[n:17][n:18][n:19][c:20]1[CH3:21])[CH2:15]2.[CH3:45][OH:46].[CH3:47][CH2:48][O:49][CH2:50][CH3:51].[ClH:44].[OH-:52].[OH-:54].[Pd+2:53]>>[ClH:44].[NH:8]1[C:9]2([c:38]3[cH:39][cH:40][cH:41][cH:42][cH:43]3)[CH:10]([O:22][CH2:23][c:24]3[cH:25][c:26]([C:34]([F:35])([F:36])[F:37])[cH:27][c:28]([C:30]([F:31])([F:32])[F:33])[cH:29]3)[CH2:11][CH2:12][CH:13]1[CH:14]([n:16]1[n:17][n:18][n:19][c:20]1[CH3:21])[CH2:15]2. The reactants are C[S+](C)(C)=O, CS(C)=O, CC(C)(C)[O-], COCCOc1cccc2ccc(CC(CC(C=O)NC(=O)OC(C)(C)C)C(C)C)cc12, [I-], [K+], C1CCOC1. Product: COCCOc1cccc2ccc(CC(CC(NC(=O)OC(C)(C)C)C3CO3)C(C)C)cc12. Reaction SMILES: [CH3:2][S+:3]([CH3:4])([CH3:5])=[O:6].[CH3:50][S:51](=[O:52])[CH3:53].[CH3:7][C:8]([CH3:9])([O-:10])[CH3:11].[CH:18](=[O:19])[CH:20]([CH2:21][CH:22]([CH:23]([CH3:24])[CH3:25])[CH2:26][c:27]1[cH:28][c:29]2[c:30]([O:37][CH2:38][CH2:39][O:40][CH3:41])[cH:31][cH:32][cH:33][c:34]2[cH:35][cH:36]1)[NH:42][C:43]([O:44][C:45]([CH3:46])([CH3:47])[CH3:48])=[O:49].[I-:1].[K+:12].[O:13]1[CH2:14][CH2:15][CH2:16][CH2:17]1>>[CH2:7]1[CH:18]([CH:20]([CH2:21][CH:22]([CH:23]([CH3:24])[CH3:25])[CH2:26][c:27]2[cH:28][c:29]3[c:30]([O:37][CH2:38][CH2:39][O:40][CH3:41])[cH:31][cH:32][cH:33][c:34]3[cH:35][cH:36]2)[NH:42][C:43]([O:44][C:45]([CH3:46])([CH3:47])[CH3:48])=[O:49])[O:19]1. Starting materials: CCCC(NC(=O)C1CC(Oc2cc(-n3cccn3)nc3cc(OC)ccc23)CN1C(=O)C(NC(=O)NC(C)(C)C)C(C)(C)C)C(O)C(=O)NC1CC1, ClCCl, O. Product: CCCC(NC(=O)C1CC(Oc2cc(-n3cccn3)nc3cc(OC)ccc23)CN1C(=O)C(NC(=O)NC(C)(C)C)C(C)(C)C)C(=O)C(=O)NC1CC1. Reaction SMILES: [C:1]([CH3:2])([CH3:3])([CH3:4])[NH:5][C:6]([NH:7][CH:8]([C:9](=[O:10])[N:11]1[CH:12]([C:34](=[O:35])[NH:36][CH:37]([CH:38]([C:39](=[O:40])[NH:41][CH:42]2[CH2:43][CH2:44]2)[OH:45])[CH2:46][CH2:47][CH3:48])[CH2:13][CH:14]([O:16][c:17]2[cH:18][c:19](-[n:29]3[n:30][cH:31][cH:32][cH:33]3)[n:20][c:21]3[cH:22][c:23]([O:27][CH3:28])[cH:24][cH:25][c:26]23)[CH2:15]1)[C:49]([CH3:50])([CH3:51])[CH3:52])=[O:53].[CH2:54]([Cl:55])[Cl:56].[OH2:57]>>[C:1]([CH3:2])([CH3:3])([CH3:4])[NH:5][C:6]([NH:7][CH:8]([C:9](=[O:10])[N:11]1[CH:12]([C:34](=[O:35])[NH:36][CH:37]([C:38]([C:39](=[O:40])[NH:41][CH:42]2[CH2:43][CH2:44]2)=[O:45])[CH2:46][CH2:47][CH3:48])[CH2:13][CH:14]([O:16][c:17]2[cH:18][c:19](-[n:29]3[n:30][cH:31][cH:32][cH:33]3)[n:20][c:21]3[cH:22][c:23]([O:27][CH3:28])[cH:24][cH:25][c:26]23)[CH2:15]1)[C:49]([CH3:50])([CH3:51])[CH3:52])=[O:53]. The reactants are ClC=1C=NC=NC1 (5-chloropyrimidine), C1(=CC=CC=C1)O (phenol), C1COC2=CC=CC=C2OCCOCCOC3=CC=CC=C3OCCO1 (dibenzo-18-crown-6), [OH-].[K+] (potassium hydroxide). The solvent is C1(=CC=CC=C1)C (toluene), O (water). Product: O(C1=CC=CC=C1)C1=NC=CC=N1 (2-phenoxypyrimidine). As a reaction SMILES: Cl[C:2]1[CH:3]=[N:4][CH:5]=[N:6][CH:7]=1.[C:8]1([OH:14])[CH:13]=[CH:12][CH:11]=[CH:10][CH:9]=1.C1OCCOC2C(=CC=CC=2)OCCOCCOC2C(=CC=CC=2)OC1.[OH-].[K+]>C1(C)C=CC=CC=1.O>[O:14]([C:5]1[N:4]=[CH:3][CH:2]=[CH:7][N:6]=1)[C:8]1[CH:13]=[CH:12][CH:11]=[CH:10][CH:9]=1 |f:3.4|. Reported procedure: A mixture of 5-chloropyrimidine (5.00 g, 0.0437 mol), phenol (5.38 g, 57.2 mmol), dibenzo-18-crown-6 (0.84 g, 0.0023 mol) and ground potassium hydroxide (5.92 g, 0.1055 mol) in toluene (75 ml) was heated at reflux for 3 hours with azeotropic removal of water. The mixture was allowed to cool to ambient temperature and the solvent was removed under reduced pressure. The residue was partitioned between water and chloroform. The layers were separated and the aqueous phase was extracted with chlorofo... Starting materials: CCOC(=O)CBr, O=C([O-])[O-], CN(C)C=O, [I-], [K+], [K+], [K+], O=C1CCN(C(c2ccccc2)(c2ccccc2)c2ccccc2)CC1=Cc1ccc[nH]1. Product: CCOC(=O)Cn1cccc1C=C1CN(C(c2ccccc2)(c2ccccc2)c2ccccc2)CCC1=O. RXN SMILES: [Br:33][CH2:34][C:35](=[O:36])[O:37][CH2:38][CH3:39].[C:40](=[O:41])([O-:42])[O-:43].[CH3:48][N:49]([CH3:50])[CH:51]=[O:52].[I-:47].[K+:44].[K+:45].[K+:46].[nH:1]1[c:2]([CH:6]=[C:7]2[CH2:8][N:9]([C:14]([c:15]3[cH:16][cH:17][cH:18][cH:19][cH:20]3)([c:21]3[cH:22][cH:23][cH:24][cH:25][cH:26]3)[c:27]3[cH:28][cH:29][cH:30][cH:31][cH:32]3)[CH2:10][CH2:11][C:12]2=[O:13])[cH:3][cH:4][cH:5]1>>[n:1]1([CH2:34][C:35](=[O:36])[O:37][CH2:38][CH3:39])[c:2]([CH:6]=[C:7]2[CH2:8][N:9]([C:14]([c:15]3[cH:16][cH:17][cH:18][cH:19][cH:20]3)([c:21]3[cH:22][cH:23][cH:24][cH:25][cH:26]3)[c:27]3[cH:28][cH:29][cH:30][cH:31][cH:32]3)[CH2:10][CH2:11][C:12]2=[O:13])[cH:3][cH:4][cH:5]1. Starting materials: COC(=O)c1cc(CO[Si](C(C)C)(C(C)C)C(C)C)c(C)o1, CCCC[N+](CCCC)(CCCC)CCCC, [F-], C1CCOC1. Yields the product COC(=O)c1cc(CO)c(C)o1. As a reaction SMILES: [CH3:1][O:2][C:3](=[O:4])[c:5]1[o:6][c:7]([CH3:22])[c:8]([CH2:10][O:11][Si:12]([CH:13]([CH3:14])[CH3:15])([CH:16]([CH3:17])[CH3:18])[CH:19]([CH3:20])[CH3:21])[cH:9]1.[CH3:24][CH2:25][CH2:26][CH2:27][N+:28]([CH2:29][CH2:30][CH2:31][CH3:32])([CH2:33][CH2:34][CH2:35][CH3:36])[CH2:37][CH2:38][CH2:39][CH3:40].[F-:23].[O:41]1[CH2:42][CH2:43][CH2:44][CH2:45]1>>[CH3:1][O:2][C:3](=[O:4])[c:5]1[o:6][c:7]([CH3:22])[c:8]([CH2:10][OH:11])[cH:9]1. The reactants are CO, Cl, Cl, NCCCC(N)(CO)C(=O)O. Yields the product NC1(CO)CCCNC1=O. RXN SMILES: [CH3:14][OH:15].[ClH:13].[ClH:1].[OH:2][CH2:3][C:4]([C:5](=[O:6])[OH:7])([CH2:8][CH2:9][CH2:10][NH2:11])[NH2:12]>>[OH:2][CH2:3][C:4]1([NH2:12])[C:5](=[O:6])[NH:11][CH2:10][CH2:9][CH2:8]1.